Dataset: the Open Reaction Database (ORD), a public repository of structured organic reaction records. Task: describe an organic reaction: reactants, conditions, products, and yield Reactants: O=C([O-])[O-], CC(C)=O, Oc1ccc(F)c(F)c1, CC(C)I, [K+], [K+]. Yields the product CC(C)Oc1ccc(F)c(F)c1. RXN SMILES: [C:10](=[O:11])([O-:12])[O-:13].[CH3:20][C:21](=[O:22])[CH3:23].[F:1][c:2]1[cH:3][c:4]([OH:9])[cH:5][cH:6][c:7]1[F:8].[I:16][CH:17]([CH3:18])[CH3:19].[K+:14].[K+:15]>>[F:1][c:2]1[cH:3][c:4]([O:9][CH:17]([CH3:18])[CH3:19])[cH:5][cH:6][c:7]1[F:8]. The reactants are P(=O)(Cl)(Cl)Cl (Phosphorus oxychloride), CN(C=O)C (dimethylformamide), C[Si](C)(C)CC(=O)N (trimethylsilylacetamide), CC(=O)OCC1=C(N2[C@@H]([C@@H](C2=O)N)SC1)C(=O)O (7-aminocephalosporanic acid). Run in C(Cl)Cl (methylene chloride), C(C)(=O)OCC (ethyl acetate), O (Water), C(C)(=O)OCC (ethyl acetate). Conditions: temperature 40 celsius. The product is CC(=O)OCC1=C(N2[C@@H](CC2=O)SC1)C(=O)O (cephalosporanic acid). Yield: 195.6%. As a reaction SMILES: P(Cl)(Cl)(Cl)=O.CN(C)C=O.C[Si](CC(N)=O)(C)C.[CH3:19][C:20]([O:22][CH2:23][C:24]1[CH2:33][S:32][C@@H:27]2[C@H:28](N)[C:29](=[O:30])[N:26]2[C:25]=1[C:34]([OH:36])=[O:35])=[O:21]>C(OCC)(=O)C.O.C(Cl)Cl>[CH3:19][C:20]([O:22][CH2:23][C:24]1[CH2:33][S:32][C@@H:27]2[CH2:28][C:29](=[O:30])[N:26]2[C:25]=1[C:34]([OH:36])=[O:35])=[O:21]. Procedure: Phosphorus oxychloride (0.89 g.) and dry dimethylformamide (0.44 g.) were mixed under ice-cooling and then warmed for 30 minutes at 40° C. Dry methylene chloride (20 ml.) was added thereto and then distilled off. To the residue were added dry ethyl acetate (10 ml.) and then 2-methoxyimino-2-[2-(2,2,2-trifluoroacetamido)-1,3-thiazol-4-yl]acetic acid (syn isomer) (1.8 g.) with stirring and ice-cooling. The mixture was stirred for 40 minutes at the same temperature to give clear solution. On the ot... Reactants: NC1=NC(=C(C(=N1)N)C1=C(C(=CC=C1)Cl)Cl)C (2,4-Diamino-5-(2,3-dichlorophenyl)-6-methylpyrimidine), NC1=NC(=C(C(=N1)N)C1=C(C(=CC(=C1)[N+](=O)[O-])Cl)Cl)C (2,4-diamino-5(2,3-dichloro-5-nitrophenyl)-6-methylpyrimidine). The product is NC1=NC(=C(C(=N1)N)C1=C(C(=C(C=C1)[N+](=O)[O-])Cl)Cl)C (2,4-Diamino-5-(2,3-dichloro-4-nitrophenyl)-6-methylpyrimidine). Reaction SMILES: [NH2:1][C:2]1[N:7]=[C:6]([NH2:8])[C:5]([C:9]2[CH:14]=[CH:13][CH:12]=[C:11]([Cl:15])[C:10]=2[Cl:16])=[C:4]([CH3:17])[N:3]=1.NC1N=C(N)C(C2C=C([N+:32]([O-:34])=[O:33])C=C(Cl)C=2Cl)=C(C)N=1>>[NH2:1][C:2]1[N:7]=[C:6]([NH2:8])[C:5]([C:9]2[CH:14]=[CH:13][C:12]([N+:32]([O-:34])=[O:33])=[C:11]([Cl:15])[C:10]=2[Cl:16])=[C:4]([CH3:17])[N:3]=1. Reported procedure: This compound was made from the compound of Example 15 in an analogous manner to the compound of Example 3 g, mp. 265° C. Also obtained from this reaction was 2,4-diamino-5(2,3-dichloro-5-nitrophenyl)-6-methylpyrimidine. The reactants are BrB(Br)Br, ClCCl, COc1ccc(C(CC2CCCC2)C(=O)Nc2nccs2)cc1. The product is O=C(Nc1nccs1)C(CC1CCCC1)c1ccc(O)cc1. As a reaction SMILES: [B:24]([Br:25])([Br:26])[Br:27].[CH2:28]([Cl:29])[Cl:30].[CH:1]1([CH2:6][CH:7]([C:8](=[O:9])[NH:10][c:11]2[s:12][cH:13][cH:14][n:15]2)[c:16]2[cH:17][cH:18][c:19]([O:22][CH3:23])[cH:20][cH:21]2)[CH2:2][CH2:3][CH2:4][CH2:5]1>>[CH:1]1([CH2:6][CH:7]([C:8](=[O:9])[NH:10][c:11]2[s:12][cH:13][cH:14][n:15]2)[c:16]2[cH:17][cH:18][c:19]([OH:22])[cH:20][cH:21]2)[CH2:2][CH2:3][CH2:4][CH2:5]1. The reactants are Cc1ccccc1, Cc1csc(N)n1, O=C(O)C1=C(O)c2ccccc2N(c2ccccc2)C1. Yields the product Cc1csc(NC(=O)C2=C(O)c3ccccc3N(c3ccccc3)C2)n1. As a reaction SMILES: [CH3:28][c:29]1[cH:30][cH:31][cH:32][cH:33][cH:34]1.[NH2:1][c:2]1[s:3][cH:4][c:5]([CH3:7])[n:6]1.[OH:8][C:9]1=[C:10]([C:25](=[O:26])[OH:27])[CH2:11][N:12]([c:19]2[cH:20][cH:21][cH:22][cH:23][cH:24]2)[c:13]2[cH:14][cH:15][cH:16][cH:17][c:18]21>>[NH:1]([c:2]1[s:3][cH:4][c:5]([CH3:7])[n:6]1)[C:25]([C:10]1=[C:9]([OH:8])[c:18]2[c:13]([cH:14][cH:15][cH:16][cH:17]2)[N:12]([c:19]2[cH:20][cH:21][cH:22][cH:23][cH:24]2)[CH2:11]1)=[O:26]. The reactants are [OH-].[Na+] (sodium hydroxide), NC1=C(C=C(C=C1)C=1C=C2C(=NC1)N(C=C2C=2N(N=CC2)CC)COC(C(C)(C)C)=O)C(N(C)C)=O (2,2-dimethyl-propionic acid 5-(4-amino-3-dimethylcarbamoyl-phenyl)-3-(2-ethyl-2H-pyrazol-3-yl)-pyrrolo[2,3-b]pyridin-1-ylmethyl ester), C([O-])(O)=O.[Na+] (sodium bicarbonate). Run in CO (methanol), O1CCCC1 (tetrahydrofuran). Run at time 2 hour. Yields the product NC1=C(C(=O)N(C)C)C=C(C=C1)C=1C=C2C(=NC1)NC=C2C=2N(N=CC2)CC (2-amino-5-[3-(2-ethyl-2H-pyrazol-3-yl)-1H-pyrrolo[2,3-b]pyridin-5-yl]-N,N-dimethyl-benzamide). As a reaction SMILES: [NH2:1][C:2]1[CH:7]=[CH:6][C:5]([C:8]2[CH:9]=[C:10]3[C:16]([C:17]4[N:18]([CH2:22][CH3:23])[N:19]=[CH:20][CH:21]=4)=[CH:15][N:14](COC(=O)C(C)(C)C)[C:11]3=[N:12][CH:13]=2)=[CH:4][C:3]=1[C:32](=[O:36])[N:33]([CH3:35])[CH3:34].[OH-].[Na+].C(=O)(O)[O-].[Na+]>O1CCCC1.CO>[NH2:1][C:2]1[CH:7]=[CH:6][C:5]([C:8]2[CH:9]=[C:10]3[C:16]([C:17]4[N:18]([CH2:22][CH3:23])[N:19]=[CH:20][CH:21]=4)=[CH:15][NH:14][C:11]3=[N:12][CH:13]=2)=[CH:4][C:3]=1[C:32]([N:33]([CH3:34])[CH3:35])=[O:36] |f:1.2,3.4|. Reported procedure: 2,2-dimethyl-propionic acid 5-(4-amino-3-dimethylcarbamoyl-phenyl)-3-(2-ethyl-2H-pyrazol-3-yl)-pyrrolo[2,3-b]pyridin-1-ylmethyl ester was dissolved in tetrahydrofuran. 1 M sodium hydroxide in methanol was added to the mixture, and the reaction was stirred for 2 h at room temperature until complete conversion was confirmed by HPLC-MS. Saturated aqueous sodium bicarbonate solution was added and the mixture extracted with dichloromethane. The organic layer was dried over sodium sulfate and concentr... Starting materials: CC(C)(C)OC(=O)N1CC2CCC1CC2Cc1ccc(Cl)c(Cl)c1, O=C(O)C(F)(F)F. Yields the product Clc1ccc(CC2CC3CCC2CN3)cc1Cl. As a reaction SMILES: [C:1]([O:2][C:3](=[O:4])[N:8]1[CH:9]2[CH2:10][CH:11]([CH2:16][c:17]3[cH:18][c:19]([Cl:24])[c:20]([Cl:23])[cH:21][cH:22]3)[CH:12]([CH2:13]1)[CH2:14][CH2:15]2)([CH3:5])([CH3:6])[CH3:7].[F:25][C:26]([F:27])([F:28])[C:29]([OH:30])=[O:31]>>[NH:8]1[CH:9]2[CH2:10][CH:11]([CH2:16][c:17]3[cH:18][c:19]([Cl:24])[c:20]([Cl:23])[cH:21][cH:22]3)[CH:12]([CH2:13]1)[CH2:14][CH2:15]2.